The task is: describe an organic reaction: reactants, conditions, products, and yield. This data is from the Open Reaction Database (ORD), a public repository of structured organic reaction records. Product: BrC1=C(C=CC=C1)CC(C(=O)O)(C)S(=O)(=O)C1=CC=C(C=C1)OC (3-(2-Bromo-phenyl)-2-(4-methoxy-benzenesulfonyl)-2-methyl-propionic acid). Reported procedure: 3-(2-Bromo-phenyl)-2-(4-methoxy-benzenesulfonyl)-2-methyl-propionic acid was prepared starting from 3-(2-bromo-phenyl)-2-(4-methoxy-benzenesulfonyl)-2-methyl-propionic acid ethyl ester (3.0 g, 68 mmol) dissolved in methanol (50 ml) and 10 N NaOH (30 ml). The resulting reaction mixture was worked up as outlined in Example 9. Yield 1.7 g, 63%. Waxy solid; MS: 414 (M+H)+. Run in CO (methanol), [OH-].[Na+] (NaOH). As a reaction SMILES: C([O:3][C:4](=[O:26])[C:5]([S:15]([C:18]1[CH:23]=[CH:22][C:21]([O:24][CH3:25])=[CH:20][CH:19]=1)(=[O:17])=[O:16])([CH3:14])[CH2:6][C:7]1[CH:12]=[CH:11][CH:10]=[CH:9][C:8]=1[Br:13])C>CO.[OH-].[Na+]>[Br:13][C:8]1[CH:9]=[CH:10][CH:11]=[CH:12][C:7]=1[CH2:6][C:5]([S:15]([C:18]1[CH:23]=[CH:22][C:21]([O:24][CH3:25])=[CH:20][CH:19]=1)(=[O:17])=[O:16])([CH3:14])[C:4]([OH:26])=[O:3] |f:2.3|. Starting materials: C(C)OC(C(CC1=C(C=CC=C1)Br)(C)S(=O)(=O)C1=CC=C(C=C1)OC)=O (3-(2-bromo-phenyl)-2-(4-methoxy-benzenesulfonyl)-2-methyl-propionic acid ethyl ester). The reactants are CC1=C(C=2C(C(CC2C2=C1OC(=C2)C(=O)O)C(C)C)=O)C (4,5-dimethyl-6-oxo-7,8-dihydro-7-isopropyl-6H-indeno[5,4-b]furan-2-carboxylic acid), BrBr (bromine), S([O-])(O)=O.[Na+] (sodium bisulfite), ice water. The reagents and catalysts are Br (hydrobromic acid). The solvent is C(C)(=O)O (acetic acid), C(C)(=O)O (acetic acid). Yields the product CC1=C(C=2C(C(CC2C2=C1OC(=C2)C(=O)O)(C(C)C)Br)=O)C (4,5-dimethyl-6-oxo-7,8-dihydro-7-bromo-7-isopropyl-6-H-indeno[5,4-b]furan-2-carboxylic acid). Reaction SMILES: [CH3:1][C:2]1[C:10]2[O:11][C:12]([C:14]([OH:16])=[O:15])=[CH:13][C:9]=2[C:8]2[CH2:7][CH:6]([CH:17]([CH3:19])[CH3:18])[C:5](=[O:20])[C:4]=2[C:3]=1[CH3:21].[Br:22]Br.S(=O)(O)[O-].[Na+]>C(O)(=O)C.Br>[CH3:1][C:2]1[C:10]2[O:11][C:12]([C:14]([OH:16])=[O:15])=[CH:13][C:9]=2[C:8]2[CH2:7][C:6]([Br:22])([CH:17]([CH3:18])[CH3:19])[C:5](=[O:20])[C:4]=2[C:3]=1[CH3:21] |f:2.3|. Procedure details: A solution of 4,5-dimethyl-6-oxo-7,8-dihydro-7-isopropyl-6H-indeno[5,4-b]furan-2-carboxylic acid (0.01 mole) in acetic acid (60 ml.) is treated with 48% hydrobromic acid (1 drop) then with bromine (0.01 mole) in acetic acid (10 ml.) during a ten minute period. The solution is poured into ice water (300 ml.) containing sodium bisulfite (1 g.) to afford 4,5-dimethyl-6-oxo-7,8-dihydro-7-bromo-7-isopropyl-6-H-indeno[5,4-b]furan-2-carboxylic acid. Starting materials: ClC=1C=C(C(=O)N)C=CC1OC1=CC=C(C=C1)C=O (3-chloro-4-(4-formyl-phenoxy)-benzamide), S1C(=CC=C1)CCN (2-thiophen-2-yl-ethylamine), [BH4-].[Na+] (sodium borohydride). The solvent is CO (methanol). Yields the product ClC=1C=C(C(=O)N)C=CC1OC1=CC=C(C=C1)CNCCC=1SC=CC1 (3-Chloro-4-{4-[(2-thiophen-2-yl-ethylamino)-methyl]-phenoxy}-benzamide). Yield: 96.9%. As a reaction SMILES: [Cl:1][C:2]1[CH:3]=[C:4]([CH:8]=[CH:9][C:10]=1[O:11][C:12]1[CH:17]=[CH:16][C:15]([CH:18]=O)=[CH:14][CH:13]=1)[C:5]([NH2:7])=[O:6].[S:20]1[CH:24]=[CH:23][CH:22]=[C:21]1[CH2:25][CH2:26][NH2:27].[BH4-].[Na+]>CO>[Cl:1][C:2]1[CH:3]=[C:4]([CH:8]=[CH:9][C:10]=1[O:11][C:12]1[CH:13]=[CH:14][C:15]([CH2:18][NH:27][CH2:26][CH2:25][C:21]2[S:20][CH:24]=[CH:23][CH:22]=2)=[CH:16][CH:17]=1)[C:5]([NH2:7])=[O:6] |f:2.3|. Procedure: Use 3-chloro-4-(4-formyl-phenoxy)-benzamide (0.20 g, 0.71 mmol), 2-thiophen-2-yl-ethylamine (0.075 mL, 0.64 mmol), sodium borohydride (0.049 g, 1.29 mmol) and methanol (8 mL) in a procedure and purification similar to that of Example 1, to obtain the product (0.24 g, 94%), 2137632. Mass spectrum (ion spray): m/z=387.1 (M+1); 1H NMR (CDCl3) 7.93 (d, J=2.1 Hz, 1H), 7.62 (dd, J=2.1 Hz, 8.7 Hz, 1H), 7.31 (d, J=8.5 Hz, 2H), 7.14 (d, J=5.2 Hz, 1H), 6.97 (d, J=8.3 Hz, 2H), 6.93 (dd, J=3.4 Hz, 5.1 Hz, 1...